This data is from the Open Reaction Database (ORD), a public repository of structured organic reaction records. The task is: describe an organic reaction: reactants, conditions, products, and yield The reactants are CC(=O)[O-], O=CO, CCCc1cc(C(=O)OCC)c(N)s1, [NH4+], O. Yields the product CCCc1cc(C(=O)OCC)c(NC=O)s1. As a reaction SMILES: [CH3:16][C:17]([O-:18])=[O:19].[CH:20]([OH:21])=[O:22].[NH2:1][c:2]1[s:3][c:4]([CH2:12][CH2:13][CH3:14])[cH:5][c:6]1[C:7](=[O:8])[O:9][CH2:10][CH3:11].[NH4+:15].[OH2:23]>>[NH:1]([c:2]1[s:3][c:4]([CH2:12][CH2:13][CH3:14])[cH:5][c:6]1[C:7](=[O:8])[O:9][CH2:10][CH3:11])[CH:17]=[O:18]. Procedure: A suspension of 3(R,S)-ethoxycarbonyl-8-methoxy-2,3,4,5-tetrahydro-1H-1-benzazepine-2-one (0.45 g, 1.71 mmol), ethyl iodide (0.41 mL, 5.1 mmol) and Cs2CO3 (1.672 g, 5.1 mmol) in acetonitrile (5 mL) was stirred at room temperature for 6 hrs. The reaction mixture was filtered and the solid was washed with acetonitrile. The combined filtrate and washer were evaporated under reduced pressure. The crude product was purified by flash chromatography on a short silica gel column using EtOAc/hexane (3:7)... Yields the product C(C)OC(=O)C1C(N(C2=C(CC1)C=CC(=C2)OC)CC)=O (3(R,S)-Ethoxycarbonyl-1-ethyl-8-methoxy-2,3,4,5-tetrahydro-1H-1-benzazepine-2-one). The solvent is C(C)#N (acetonitrile). The reactants are C(C)OC(=O)C1C(NC2=C(CC1)C=CC(=C2)OC)=O (3(R,S)-ethoxycarbonyl-8-methoxy-2,3,4,5-tetrahydro-1H-1-benzazepine-2-one), C(C)I (ethyl iodide), C(=O)([O-])[O-].[Cs+].[Cs+] (Cs2CO3). Isolated yield 48.4%. As a reaction SMILES: [CH2:1]([O:3][C:4]([CH:6]1[CH2:12][CH2:11][C:10]2[CH:13]=[CH:14][C:15]([O:17][CH3:18])=[CH:16][C:9]=2[NH:8][C:7]1=[O:19])=[O:5])[CH3:2].[CH2:20](I)[CH3:21].C([O-])([O-])=O.[Cs+].[Cs+]>C(#N)C>[CH2:1]([O:3][C:4]([CH:6]1[CH2:12][CH2:11][C:10]2[CH:13]=[CH:14][C:15]([O:17][CH3:18])=[CH:16][C:9]=2[N:8]([CH2:20][CH3:21])[C:7]1=[O:19])=[O:5])[CH3:2] |f:2.3.4|. Run at time 6 hour. Starting materials: CC12CCCC1C1CCC3=CC(=O)CCC3(C)C1CC2, CO, [Na+], [OH-], O, OO. The product is CC12CCCC1C1CCC34OC3C(=O)CCC4(C)C1CC2. Reaction SMILES: [CH3:1][C:2]12[CH2:3][CH2:4][CH2:5][CH:6]1[CH:7]1[CH2:8][CH2:9][C:10]3=[CH:11][C:12](=[O:20])[CH2:13][CH2:14][C:15]3([CH3:16])[CH:17]1[CH2:18][CH2:19]2.[CH3:25][OH:26].[Na+:24].[OH-:23].[OH2:27].[OH:21][OH:22]>>[CH3:1][C:2]12[CH2:3][CH2:4][CH2:5][CH:6]1[CH:7]1[CH2:8][CH2:9][C:10]34[CH:11]([C:12](=[O:20])[CH2:13][CH2:14][C:15]3([CH3:16])[CH:17]1[CH2:18][CH2:19]2)[O:21]4. The reactants are C1COCCO1, CCO, N#Cc1cc(-c2ccc(Cl)cc2)c(-c2ccccc2Cl)nc1OCc1ccc(F)c(F)c1, O=C(O)C(F)(F)F, [K+], [OH-], O, OO. The product is NC(=O)c1cc(-c2ccc(Cl)cc2)c(-c2ccccc2Cl)nc1OCc1ccc(F)c(F)c1. As a reaction SMILES: [CH2:48]1[O:49][CH2:50][CH2:51][O:52][CH2:53]1.[CH3:45][CH2:46][OH:47].[Cl:1][c:2]1[c:3](-[c:8]2[n:9][c:10]([O:23][CH2:24][c:25]3[cH:26][c:27]([F:32])[c:28]([F:31])[cH:29][cH:30]3)[c:11]([C:12]#[N:13])[cH:14][c:15]2-[c:16]2[cH:17][cH:18][c:19]([Cl:22])[cH:20][cH:21]2)[cH:4][cH:5][cH:6][cH:7]1.[F:33][C:34]([F:35])([F:37])[C:38](=[O:36])[OH:39].[K+:41].[OH-:40].[OH2:44].[OH:42][OH:43]>>[Cl:1][c:2]1[c:3](-[c:8]2[n:9][c:10]([O:23][CH2:24][c:25]3[cH:26][c:27]([F:32])[c:28]([F:31])[cH:29][cH:30]3)[c:11]([C:12]([NH2:13])=[O:36])[cH:14][c:15]2-[c:16]2[cH:17][cH:18][c:19]([Cl:22])[cH:20][cH:21]2)[cH:4][cH:5][cH:6][cH:7]1.